Dataset: the Open Reaction Database (ORD), a public repository of structured organic reaction records. Task: describe an organic reaction: reactants, conditions, products, and yield The reactants are CC1=C(N)C=CC(=C1)F (2-methyl-4-fluoroaniline), C(C)C1=CC(=NC(=N1)N1C(C2=CC=CC=C2CC1)C)Cl (6-ethyl-2-(1-methyl-1,2,3,4-tetrahydroisoquinolin-2-yl)-4-chloropyrimidine). Run in CN(C=O)C (dimethylformamide). Yields the product Cl.C(C)C1=CC(=NC(=N1)N1C(C2=CC=CC=C2CC1)C)NC1=C(C=C(C=C1)F)C (6-Ethyl-4-(2-methyl-4-fluorophenylamino)-2-(1-methyl-1,2,3,4-tetrahydroisoquinolin-2-yl)pyrimidine hydrochloride). Yield: 38.1%. Reaction SMILES: [CH3:1][C:2]1[CH:8]=[C:7]([F:9])[CH:6]=[CH:5][C:3]=1[NH2:4].[CH2:10]([C:12]1[N:17]=[C:16]([N:18]2[CH2:27][CH2:26][C:25]3[C:20](=[CH:21][CH:22]=[CH:23][CH:24]=3)[CH:19]2[CH3:28])[N:15]=[C:14]([Cl:29])[CH:13]=1)[CH3:11]>CN(C)C=O>[ClH:29].[CH2:10]([C:12]1[N:17]=[C:16]([N:18]2[CH2:27][CH2:26][C:25]3[C:20](=[CH:21][CH:22]=[CH:23][CH:24]=3)[CH:19]2[CH3:28])[N:15]=[C:14]([NH:4][C:3]2[CH:5]=[CH:6][C:7]([F:9])=[CH:8][C:2]=2[CH3:1])[CH:13]=1)[CH3:11] |f:3.4|. Reported procedure: After 2-methyl-4-fluoroaniline(1.1 ml, 10.2 mmol) was added to a mixture solution of 6-ethyl-2-(1-methyl-1,2,3,4-tetrahydroisoquinolin-2-yl)-4-chloropyrimidine(2.0 g, 7.0 mmol) and dimethylformamide(10 ml), 1.1 g of the titled compound was obtained in accordance with the same procedure as in Step 4 of Example 57. The reactants are C1=CC=CC=2C3=CC=CC=C3C(C12)COC(=O)N[C@@H](C(C)(C)S(=O)(=O)C)C(=O)O (N-[(9H-fluoren-9-ylmethoxy)carbonyl]-3-(methylsulfonyl)-L-valine), N1CCCCC1 (piperidine), CN(C=O)C (N,N-dimethylformamide). Conditions: time 1 hour. Product: O[C@H](C(=O)O)C(C)(S(=O)(=O)C)C ((2R)-2-hydroxy-3-methyl-3-(methylsulfonyl)butanoic acid). Yield: 25.0%. Reaction SMILES: C1C2C(COC(N[C@H:19]([C:27]([OH:29])=[O:28])[C:20]([S:23]([CH3:26])(=[O:25])=[O:24])([CH3:22])[CH3:21])=O)C3C(=CC=CC=3)C=2C=CC=1.N1CCCCC1.CN(C)C=[O:39]>>[OH:39][C@@H:19]([C:20]([CH3:22])([S:23]([CH3:26])(=[O:25])=[O:24])[CH3:21])[C:27]([OH:29])=[O:28]. Procedure: To a solution of the product from Example 156B (0.35 g, 0.838 mmol) in N,N-dimethylformamide (3.0 mL) was added piperidine (0.17 mL, 1.72 mmol), and this mixture was stirred at room temperature for 1 hour. The reaction mixture was partitioned between dichloromethane and water. The isolated organic layer was washed with brine and dried over MgSO4, filtered and evaporated. The residue dissolved in water (1.0 mL) and concentrated sulfuric acid (0.10 mL) was added at room temperature, followed by he... Starting materials: NC(=N)NC1=CC=C(C(=O)NC=2C=CC3=C(N(C=N3)C(CC(=O)OCC)C3=CC=CC=C3)C2)C=C1 (ethyl 3-{6-[(4-{[amino(imino)methyl]amino}benzoyl)amino]-1H-benzimidazol-1-yl}-3-phenylpropanoate), solution. Run in Cl (hydrochloric acid). Product: NC(=N)NC1=CC=C(C(=O)NC=2C=CC3=C(N(C=N3)C(CC(=O)O)C3=CC=CC=C3)C2)C=C1 (3-{6-[(4-{[Amino(imino)methyl]amino}benzoyl)amino]-1H-benzimidazol-1-yl}-3-phenylpropanoic acid), Phase II. As a reaction SMILES: [NH2:1][C:2]([NH:4][C:5]1[CH:35]=[CH:34][C:8]([C:9]([NH:11][C:12]2[CH:13]=[CH:14][C:15]3[N:19]=[CH:18][N:17]([CH:20]([C:27]4[CH:32]=[CH:31][CH:30]=[CH:29][CH:28]=4)[CH2:21][C:22]([O:24]CC)=[O:23])[C:16]=3[CH:33]=2)=[O:10])=[CH:7][CH:6]=1)=[NH:3]>Cl>[NH2:3][C:2]([NH:4][C:5]1[CH:6]=[CH:7][C:8]([C:9]([NH:11][C:12]2[CH:13]=[CH:14][C:15]3[N:19]=[CH:18][N:17]([CH:20]([C:27]4[CH:28]=[CH:29][CH:30]=[CH:31][CH:32]=4)[CH2:21][C:22]([OH:24])=[O:23])[C:16]=3[CH:33]=2)=[O:10])=[CH:34][CH:35]=1)=[NH:1]. Procedure: A solution of ethyl 3-{6-[(4-{[amino(imino)methyl]amino}benzoyl)amino]-1H-benzimidazol-1-yl}-3-phenylpropanoate (15 mg, 32 μmol) in hydrochloric acid (20 mL of a 5N solution) was stirred at room temperature for 96 hours. The solution was then evaporated in vacuo, and the residue was purified by RP-HPLC to afford the title compound, [LCMS (Method A, Mobile Phase II) RT=2.86 min, MH+ 443]. The reactants are CCC(O)(CC(=O)OC(C)(C)C)c1cc([Si](C)(C)C)nc(OC)c1CO, [Na+], O=C([O-])O, O=C(O)C(F)(F)F. The product is CCC1(O)CC(=O)OCc2c1cc([Si](C)(C)C)nc2OC. As a reaction SMILES: [C:1]([CH3:3])([CH3:4])([O:5][C:6](=[O:2])[CH2:7][C:8]([CH2:9][CH3:10])([c:11]1[c:12]([CH2:23][OH:24])[c:13]([O:21][CH3:22])[n:14][c:15]([Si:17]([CH3:18])([CH3:19])[CH3:20])[cH:16]1)[OH:25])[CH3:26].[Na+:31].[O-:27][C:28]([OH:29])=[O:30].[OH:32][C:33]([C:34]([F:35])([F:36])[F:37])=[O:38]>>[O:5]=[C:6]1[CH2:7][C:8]([CH2:9][CH3:10])([OH:25])[c:11]2[c:12]([c:13]([O:21][CH3:22])[n:14][c:15]([Si:17]([CH3:18])([CH3:19])[CH3:20])[cH:16]2)[CH2:23][O:24]1. The reactants are [C@H]1(CCC2=CC=CC=C12)NC1=NC2=CC=C(C=C2C=C1)N ((R)—N2-indan-1-yl-quinoline-2,6-diamine), COC1=C(C=CC=C1)N=C=O (2-methoxyphenyl-isocyanate). The product is [C@H]1(CCC2=CC=CC=C12)NC1=NC2=CC=C(C=C2C=C1)NC(=O)NC1=C(C=CC=C1)OC (1-[2-((R)-Indan-1-ylamino)-quinolin-6-yl]-3-(2-methoxy-phenyl)-urea). Reaction SMILES: [C@H:1]1([NH:10][C:11]2[CH:20]=[CH:19][C:18]3[C:13](=[CH:14][CH:15]=[C:16]([NH2:21])[CH:17]=3)[N:12]=2)[C:9]2[C:4](=[CH:5][CH:6]=[CH:7][CH:8]=2)[CH2:3][CH2:2]1.[CH3:22][O:23][C:24]1[CH:29]=[CH:28][CH:27]=[CH:26][C:25]=1[N:30]=[C:31]=[O:32]>>[C@H:1]1([NH:10][C:11]2[CH:20]=[CH:19][C:18]3[C:13](=[CH:14][CH:15]=[C:16]([NH:21][C:31]([NH:30][C:25]4[CH:26]=[CH:27][CH:28]=[CH:29][C:24]=4[O:23][CH3:22])=[O:32])[CH:17]=3)[N:12]=2)[C:9]2[C:4](=[CH:5][CH:6]=[CH:7][CH:8]=2)[CH2:3][CH2:2]1. Procedure: The title compound, MS: m/e=425.7 (M+H+), was prepared in accordance with the general method 4 of example 16 from (R)—N2-indan-1-yl-quinoline-2,6-diamine and 2-methoxyphenyl-isocyanate. The reactants are C[C@@H]1CC[C@H](CC1)NC(C=CC1=CC(=C(C=C1)OCC(=O)OCC)OC)=O (N-(trans-4-methylcyclohexyl )-4-(ethoxycarbonylmethoxy) -3-methoxycinnamamide), 254, [OH-].[K+] (potassium hydroxide). Run in CO (methanol). The product is COC=1C=C(C=CC(=O)N)C=CC1 (3-methoxycinnamamide). Reaction SMILES: C[C@H]1CC[C@H]([NH:8][C:9](=[O:27])[CH:10]=[CH:11][C:12]2[CH:17]=[CH:16][C:15](OCC(OCC)=O)=[C:14]([O:25][CH3:26])[CH:13]=2)CC1.[OH-].[K+]>CO>[CH3:26][O:25][C:14]1[CH:13]=[C:12]([CH:17]=[CH:16][CH:15]=1)[CH:11]=[CH:10][C:9]([NH2:8])=[O:27] |f:1.2|. Procedure details: Using 28 g of N-(trans-4-methylcyclohexyl )-4-(ethoxycarbonylmethoxy) -3-methoxycinnamamide (Example 171), 100 ml of 254 aqueous potassium hydroxide solution, and 600 ml of methanol, a reaction similar to that conducted in Example 169 was carried out. As a result, 23.9 g of N-(trans-4-methylcyclohexyl )-4-carboxymethoxy)-3-methoxycinnamamide (a compound of the present invention) was obtained as white crystal, which had the following physiochemical properties: